Dataset: the Open Reaction Database (ORD), a public repository of structured organic reaction records. Task: describe an organic reaction: reactants, conditions, products, and yield Starting materials: NC=1C=C(C(=O)O)C=CC1N (3,4-diaminobenzoic acid), CO (methanol), S(=O)(Cl)Cl (thionyl chloride), S(=O)(Cl)Cl (thionyl chloride). Product: NC=1C=C(C(=O)OC)C=CC1N (Methyl 3,4-diaminobenzoate). Yield: 93.0%. As a reaction SMILES: [NH2:1][C:2]1[CH:3]=[C:4]([CH:8]=[CH:9][C:10]=1[NH2:11])[C:5]([OH:7])=[O:6].S(Cl)(Cl)=O.[CH3:16]O>>[NH2:1][C:2]1[CH:3]=[C:4]([CH:8]=[CH:9][C:10]=1[NH2:11])[C:5]([O:7][CH3:16])=[O:6]. Procedure: 3.0 g of 3,4-diaminobenzoic acid was suspended in methanol, and 1.86 ml of thionyl chloride was then added dropwise. Afterward, thionyl chloride was further added as much as 0.5 ml twice, and the suspension was then heated under reflux for 11 hours. Next, thionyl chloride and methanol were distilled off, and the residue was dissolved in methylene chloride, washed with a 0.5N aqueous sodium hydroxide solution and a saturated sodium chloride solution, and then dried over sodium sulfate. After the ... The reactants are ClC=1C=C2C=3C=C(C=CC3C3=C(N(C(=N3)C3=C(C#N)C=CC=C3C#N)COCC[Si](C)(C)C)C2=CC1)CC(C)(C)O (2-(9-chloro-6-(2-hydroxy-2-methylpropyl)-1-{[2-(trimethylsilyl)ethoxy]methyl}-1H-phenanthro[9,10-d]imidazol-2-yl)isophthalonitrile). The solvent is CCCC[N+](CCCC)(CCCC)CCCC.[F-] (TBAF). Yields the product ClC=1C=C2C=3C=C(C=CC3C3=C(NC(=N3)C3=C(C#N)C=CC=C3C#N)C2=CC1)CC(C)(C)O (2-[9-chloro-6-(2-hydroxy-2-methylpropyl)-1H-phenanthro[9,10-d]imidazol-2-yl]isophthalonitrile). Isolated yield 33.2%. RXN SMILES: [Cl:1][C:2]1[CH:3]=[C:4]2[C:34](=[CH:35][CH:36]=1)[C:12]1[N:13](COCC[Si](C)(C)C)[C:14]([C:16]3[C:23]([C:24]#[N:25])=[CH:22][CH:21]=[CH:20][C:17]=3[C:18]#[N:19])=[N:15][C:11]=1[C:10]1[CH:9]=[CH:8][C:7]([CH2:37][C:38]([OH:41])([CH3:40])[CH3:39])=[CH:6][C:5]2=1>CCCC[N+](CCCC)(CCCC)CCCC.[F-]>[Cl:1][C:2]1[CH:3]=[C:4]2[C:34](=[CH:35][CH:36]=1)[C:12]1[NH:13][C:14]([C:16]3[C:17]([C:18]#[N:19])=[CH:20][CH:21]=[CH:22][C:23]=3[C:24]#[N:25])=[N:15][C:11]=1[C:10]1[CH:9]=[CH:8][C:7]([CH2:37][C:38]([OH:41])([CH3:39])[CH3:40])=[CH:6][C:5]2=1 |f:1.2|. Reported procedure: 2-(9-chloro-6-(2-hydroxy-2-methylpropyl)-1-{[2-(trimethylsilyl)ethoxy]methyl}-1H-phenanthro[9,10-d]imidazol-2-yl)isophthalonitrile (1.94 g) from Step 3 above was dissolved in TBAF (1 M in THF, 20 mL). The mixture was heated at reflux for 5 h and then quenched with water. The aqueous layer was extracted with ethyl acetate. The organic layer was washed with brine, dried over MgSO4, filtered and concentrated. The crude material was purified by flash chromatography on silica (50% ethyl acetate in he... Starting materials: S(=O)(Cl)Cl (thionyl chloride), ClC=1C(=NC=CC1OC)CO (3-chloro-2-hydroxymethyl-4-methoxypyridine). The solvent is ClCCl (dichloromethane), ClCCl (dichloromethane). Reaction SMILES: [Cl:1][C:2]1[C:3]([CH2:10]O)=[N:4][CH:5]=[CH:6][C:7]=1[O:8][CH3:9].S(Cl)([Cl:14])=O>ClCCl>[ClH:1].[Cl:1][C:2]1[C:3]([CH2:10][Cl:14])=[N:4][CH:5]=[CH:6][C:7]=1[O:8][CH3:9] |f:3.4|. Reported procedure: To a mixture of 2.6 g of 3-chloro-2-hydroxymethyl-4-methoxypyridine and 30 ml of dichloromethane at -10 to -15° C. was added dropwise a solution of 3.5 ml of thionyl chloride in 25 ml of dichloromethane, and then the mixture was stirred at room temperature for 2 hours. The solvent was evaporated off, and the residue was induced to crystallized with diethyl ether. Colorless crystals, melting point 145°-146° C. Conditions: time 2 hour. Yields the product Cl.ClC=1C(=NC=CC1OC)CCl (3-Chloro-2-chloromethyl-4-methoxypyridine hydrochloride). The reactants are FC=1C=C2/C(/C(NC2=CC1F)=O)=C\1/C=C(C(O1)(C)C)C1=CC=C(CN2CCC(CC2)C(=O)OC)C=C1 (methyl 1-{4-[(5E)-5-(5,6-difluoro-2-oxo-1,2-dihydro-3H-indol-3-ylidene)-2,2-dimethyl-2,5-dihydrofuran-3-yl]benzyl}piperidine-4-carboxylate), O (water), Cl (HCl), [OH-].[Na+] (NaOH). Run in CO (MeOH). Conditions: temperature 50 celsius. Yields the product FC=1C=C2/C(/C(NC2=CC1F)=O)=C\1/C=C(C(O1)(C)C)C1=CC=C(CN2CCC(CC2)C(=O)O)C=C1 (1-{4-[(5E)-5-(5,6-difluoro-2-oxo-1,2-dihydro-3H-indol-3-ylidene)-2,2-dimethyl-2,5-dihydrofuran-3-yl]benzyl}piperidine-4-carboxylic acid). RXN SMILES: [F:1][C:2]1[CH:3]=[C:4]2[C:8](=[CH:9][C:10]=1[F:11])[NH:7][C:6](=[O:12])/[C:5]/2=[C:13]1\[CH:14]=[C:15]([C:20]2[CH:36]=[CH:35][C:23]([CH2:24][N:25]3[CH2:30][CH2:29][CH:28]([C:31]([O:33]C)=[O:32])[CH2:27][CH2:26]3)=[CH:22][CH:21]=2)[C:16]([CH3:19])([CH3:18])[O:17]\1.[OH-].[Na+].O.Cl>CO>[F:1][C:2]1[CH:3]=[C:4]2[C:8](=[CH:9][C:10]=1[F:11])[NH:7][C:6](=[O:12])/[C:5]/2=[C:13]1\[CH:14]=[C:15]([C:20]2[CH:21]=[CH:22][C:23]([CH2:24][N:25]3[CH2:30][CH2:29][CH:28]([C:31]([OH:33])=[O:32])[CH2:27][CH2:26]3)=[CH:35][CH:36]=2)[C:16]([CH3:19])([CH3:18])[O:17]\1 |f:1.2|. Reported procedure: To a suspension of methyl 1-{4-[(5E)-5-(5,6-difluoro-2-oxo-1,2-dihydro-3H-indol-3-ylidene)-2,2-dimethyl-2,5-dihydrofuran-3-yl]benzyl}piperidine-4-carboxylate (50 mg, 0.10 mmol) in MeOH (5 mL), was added 1M NaOH (1 mL). The mixture was heated in 50° C. bath for 1 hour, poured into 50 mL of water and neutralized with 0.5M HCl to pH 7. The precipitates were filtered, washed with water, and dried in vacuo to give 1-{4-[(5E)-5-(5,6-difluoro-2-oxo-1,2-dihydro-3H-indol-3-ylidene)-2,2-dimethyl-2,5-dihyd... The reactants are OC1=CC2=C(CCCC(C2)N(C[C@@H](COC2=CC=CC=C2)O[Si](CC)(CC)CC)C(=O)OC(C)(C)C)C=C1 (N-(3-hydroxy-6,7,8,9-tetrahydro-5H-benzocyclohepten-6-yl)-N-[(2S)-3-phenoxy-2-(triethylsilyloxy)propyl]-tert-butoxycarbonylamine), N1=CC=CC=C1 (pyridine), ClC(=O)OC1=CC=C(C=C1)[N+](=O)[O-] (4-nitrophenyl chloroformate), N (ammonia). The reagents and catalysts are CN(C1=CC=NC=C1)C (4-dimethylaminopyridine). Solvent: O (water), ClCCl (dichloromethane), C(C)O (ethanol). Run at time 2 hour. The product is O(C1=CC=CC=C1)C[C@H](CN(C1CC2=C(CCC1)C=CC(=C2)OC(N)=O)C(=O)OC(C)(C)C)O[Si](CC)(CC)CC (N-[(2S)-3-phenoxy-2-(triethyl-silyloxy)propyl]-N-[3-carbamoyloxy-6,7,8,9-tetrahydro-5H-benzocyclohepten-6-yl]-tert-butoxycarbonylamine). Reaction SMILES: [OH:1][C:2]1[CH:38]=[CH:37][C:5]2[CH2:6][CH2:7][CH2:8][CH:9]([N:11]([C:30]([O:32][C:33]([CH3:36])([CH3:35])[CH3:34])=[O:31])[CH2:12][C@H:13]([O:22][Si:23]([CH2:28][CH3:29])([CH2:26][CH3:27])[CH2:24][CH3:25])[CH2:14][O:15][C:16]3[CH:21]=[CH:20][CH:19]=[CH:18][CH:17]=3)[CH2:10][C:4]=2[CH:3]=1.[N:39]1[CH:44]=CC=CC=1.ClC(OC1C=CC([N+]([O-])=O)=CC=1)=[O:47].N>ClCCl.CN(C)C1C=CN=CC=1.C(O)C.O>[O:15]([CH2:14][C@@H:13]([O:22][Si:23]([CH2:26][CH3:27])([CH2:24][CH3:25])[CH2:28][CH3:29])[CH2:12][N:11]([C:30]([O:32][C:33]([CH3:35])([CH3:34])[CH3:36])=[O:31])[CH:9]1[CH2:8][CH2:7][CH2:6][C:5]2[CH:37]=[CH:38][C:2]([O:1][C:44](=[O:47])[NH2:39])=[CH:3][C:4]=2[CH2:10]1)[C:16]1[CH:17]=[CH:18][CH:19]=[CH:20][CH:21]=1. Reported procedure: Under nitrogen, to a solution of N-(3-hydroxy-6,7,8,9-tetrahydro-5H-benzocyclohepten-6-yl)-N-[(2S)-3-phenoxy-2-(triethylsilyloxy)propyl]-tert-butoxycarbonylamine (150 mg) in dichloromethane (5 ml) were added pyridine (64 ml), 4-nitrophenyl chloroformate (116 mg) and a catalytic amount of 4-dimethylaminopyridine at 5° C. After being stirred at the same temperature for 2 hours, to this one was added about 6.8M ammonia in ethanol (0.5 ml), and the mixture was stirred at room temperature for 12 hour...